From a dataset of the Open Reaction Database (ORD), a public repository of structured organic reaction records. describe an organic reaction: reactants, conditions, products, and yield Starting materials: N(=[N+]=[N-])C(CCCNC(C(F)(F)F)=O)OCC1=CC=C(C(=O)OC)C=C1 (methyl 4-[(1-azido-4-trifluoroacetamidobutoxy)methyl]benzoate), C([O-])([O-])=O.[K+].[K+] (potassium carbonate). Run in CO (MeOH), O (water), O (water). Run at time 4 hour. The product is NCCCC(OCC1=CC=C(C(=O)OC)C=C1)N=[N+]=[N-] (methyl 4-[(4-amino-1-azidobutoxy)methyl]benzoate). As a reaction SMILES: [N:1]([CH:4]([O:15][CH2:16][C:17]1[CH:26]=[CH:25][C:20]([C:21]([O:23][CH3:24])=[O:22])=[CH:19][CH:18]=1)[CH2:5][CH2:6][CH2:7][NH:8]C(=O)C(F)(F)F)=[N+:2]=[N-:3].C(=O)([O-])[O-].[K+].[K+]>CO.O>[NH2:8][CH2:7][CH2:6][CH2:5][CH:4]([N:1]=[N+:2]=[N-:3])[O:15][CH2:16][C:17]1[CH:26]=[CH:25][C:20]([C:21]([O:23][CH3:24])=[O:22])=[CH:19][CH:18]=1 |f:1.2.3|. Procedure: To a solution of methyl 4-[(1-azido-4-trifluoroacetamidobutoxy)methyl]benzoate (0.4 g; 1.1 mmol) in MeOH (4.6 mL) was added a solution of potassium carbonate (0.4 g; 2.9 mmol) in water (2.4 mL) and stirred at room temperature for 4 h. The mixture was diluted with water and extracted with EtOAc. The organic layers were combined, dried over MgSO4, filtrated and evaporated. The residue was purified by column chromatography (MeCN+5% MeOH) to provide methyl 4-[(4-amino-1-azidobutoxy)methyl]benzoate i...